From a dataset of the Open Reaction Database (ORD), a public repository of structured organic reaction records. describe an organic reaction: reactants, conditions, products, and yield Product: CC(=O)OCc1cccc(N)n1. Starting materials: CC(=O)OCc1cccc(NC(=O)OC(C)(C)C)n1, O=C([O-])O, ClCCl, [Na+], O=C(O)C(F)(F)F. RXN SMILES: [C:1]([O:2][C:3](=[O:4])[NH:8][c:9]1[cH:10][cH:11][cH:12][c:13]([CH2:15][O:16][C:17]([CH3:18])=[O:19])[n:14]1)([CH3:5])([CH3:6])[CH3:7].[C:27](=[O:28])([OH:29])[O-:30].[Cl:32][CH2:33][Cl:34].[Na+:31].[OH:20][C:21]([C:22]([F:23])([F:24])[F:25])=[O:26]>>[NH2:8][c:9]1[cH:10][cH:11][cH:12][c:13]([CH2:15][O:16][C:17]([CH3:18])=[O:19])[n:14]1. Starting materials: COC(=O)C(Cc1cn(C(c2ccccc2)(c2ccccc2)c2ccccc2)cn1)(OC)C(=O)OC, CCOC(C)=O, CN1CCCC1=O, [Cl-], [Na+], O. Product: COC(=O)C(Cc1cn(C(c2ccccc2)(c2ccccc2)c2ccccc2)cn1)OC. As a reaction SMILES: [CH3:1][O:2][C:3]([C:4](=[O:5])[O:6][CH3:7])([C:8]([O:9][CH3:10])=[O:11])[CH2:12][c:13]1[n:14][cH:15][n:16]([C:18]([c:19]2[cH:20][cH:21][cH:22][cH:23][cH:24]2)([c:25]2[cH:26][cH:27][cH:28][cH:29][cH:30]2)[c:31]2[cH:32][cH:33][cH:34][cH:35][cH:36]2)[cH:17]1.[CH3:39][CH2:40][O:41][C:42](=[O:43])[CH3:44].[CH3:45][N:46]1[CH2:47][CH2:48][CH2:49][C:50]1=[O:51].[Cl-:38].[Na+:37].[OH2:52]>>[CH3:1][O:2][CH:3]([C:4](=[O:5])[O:6][CH3:7])[CH2:12][c:13]1[n:14][cH:15][n:16]([C:18]([c:19]2[cH:20][cH:21][cH:22][cH:23][cH:24]2)([c:25]2[cH:26][cH:27][cH:28][cH:29][cH:30]2)[c:31]2[cH:32][cH:33][cH:34][cH:35][cH:36]2)[cH:17]1.